Dataset: the Open Reaction Database (ORD), a public repository of structured organic reaction records. Task: describe an organic reaction: reactants, conditions, products, and yield The reactants are N1CC(C(=O)OCC)CCC1 (ethyl nipecotate), FC(C1=C(C=O)C=CC=C1)(F)F (2-trifluoromethylbenzaldehyde), NC1=NNC=C1 (3-aminopyrazole). Procedure details: The title compound was prepared from ethyl nipecotate, 2-trifluoromethylbenzaldehyde and 3-aminopyrazole in the same manner as in Examples 1001 and 1002. Reaction SMILES: [NH:1]1[CH2:11][CH2:10][CH2:9][CH:3](C(OCC)=O)[CH2:2]1.[F:12][C:13]([F:23])([F:22])[C:14]1[CH:21]=[CH:20][CH:19]=[CH:18][C:15]=1[CH:16]=O.[NH2:24][C:25]1[CH:29]=[CH:28][NH:27][N:26]=1>>[C:2]([C:3]1[CH:16]([C:15]2[CH:18]=[CH:19][CH:20]=[CH:21][C:14]=2[C:13]([F:23])([F:22])[F:12])[C:29]2[C:25](=[N:26][NH:27][CH:28]=2)[NH:24][C:9]=1[CH:9]1[CH2:3][CH2:2][NH:1][CH2:11][CH2:10]1)#[N:1]. Yields the product C(#N)C=1C(C=2C(NC1C1CCNCC1)=NNC2)C2=C(C=CC=C2)C(F)(F)F (5-Cyano-4,7-dihydro-6-(piperidin-4-yl)-4-(2-trifluoromethylphenyl)-2H-pyrazolo[3,4-b]pyridine).